Dataset: the Open Reaction Database (ORD), a public repository of structured organic reaction records. Task: describe an organic reaction: reactants, conditions, products, and yield The reactants are CCO, O=C[O-], [NH4+], CC(C)(C)OC(=O)N1C2CCC1CC(Nc1ccccc1)C2, [OH-], [OH-], [Pd+2]. Yields the product CC(C)(C)OC(=O)N1C2CCC1CC(N)C2. Reaction SMILES: [CH3:27][CH2:28][OH:29].[CH:23]([O-:24])=[O:25].[NH4+:26].[NH:1]([c:2]1[cH:3][cH:4][cH:5][cH:6][cH:7]1)[CH:8]1[CH2:9][CH:10]2[CH2:11][CH2:12][CH:13]([CH2:14]1)[N:15]2[C:16](=[O:17])[O:18][C:19]([CH3:20])([CH3:21])[CH3:22].[OH-:30].[OH-:32].[Pd+2:31]>>[NH2:1][CH:8]1[CH2:9][CH:10]2[CH2:11][CH2:12][CH:13]([CH2:14]1)[N:15]2[C:16](=[O:17])[O:18][C:19]([CH3:20])([CH3:21])[CH3:22]. Starting materials: COC(=O)c1ccc(OC(C)C)c(Br)c1, CCOC(C)=O, CN1CCCC1=O, N#C[Cu]. Yields the product COC(=O)c1ccc(OC(C)C)c(C#N)c1. As a reaction SMILES: [Br:1][c:2]1[cH:3][c:4]([C:5](=[O:6])[O:7][CH3:8])[cH:9][cH:10][c:11]1[O:12][CH:13]([CH3:14])[CH3:15].[CH3:19][CH2:20][O:21][C:22](=[O:23])[CH3:24].[CH3:25][N:26]1[CH2:27][CH2:28][CH2:29][C:30]1=[O:31].[Cu:16][C:17]#[N:18]>>[c:2]1([C:17]#[N:18])[cH:3][c:4]([C:5](=[O:6])[O:7][CH3:8])[cH:9][cH:10][c:11]1[O:12][CH:13]([CH3:14])[CH3:15]. The reactants are ClC=1C(N(C(=CC1OCC1=C(C=C(C=C1)F)F)C)CC=1C=C2C(C(NC2=CC1)=O)(Br)Br)=O (5-[3-Chloro-4-(2,4-difluorobenzyloxy)-6-methyl-2-oxo-2H-pyridin-1-ylmethyl]-3,3-dibromo-1H-indol-2-one). The reagents and catalysts are [Zn] (zinc). The solvent is C(C)(=O)O (acetic acid), O (water). Run at time 48 hour. The product is ClC=1C(N(C(=CC1OCC1=C(C=C(C=C1)F)F)C)CC=1C=C2CC(NC2=CC1)=O)=O (5-[3-Chloro-4-(2,4-difluorobenzyloxy)-6-methyl-2-oxo-2H-pyridin-1-ylmethyl]-1,3-dihydro-indol-2-one). Isolated yield 81.9%. RXN SMILES: [Cl:1][C:2]1[C:3](=[O:32])[N:4]([CH2:19][C:20]2[CH:21]=[C:22]3[C:26](=[CH:27][CH:28]=2)[NH:25][C:24](=[O:29])[C:23]3(Br)Br)[C:5]([CH3:18])=[CH:6][C:7]=1[O:8][CH2:9][C:10]1[CH:15]=[CH:14][C:13]([F:16])=[CH:12][C:11]=1[F:17]>C(O)(=O)C.O.[Zn]>[Cl:1][C:2]1[C:3](=[O:32])[N:4]([CH2:19][C:20]2[CH:21]=[C:22]3[C:26](=[CH:27][CH:28]=2)[NH:25][C:24](=[O:29])[CH2:23]3)[C:5]([CH3:18])=[CH:6][C:7]=1[O:8][CH2:9][C:10]1[CH:15]=[CH:14][C:13]([F:16])=[CH:12][C:11]=1[F:17]. Procedure details: 5-[3-Chloro-4-(2,4-difluorobenzyloxy)-6-methyl-2-oxo-2H-pyridin-1-ylmethyl]-3,3-dibromo-1H-indol-2-one (0.2 g, 0.34 mmol) was suspended in 5 mL of acetic acid, and zinc metal (0.22 g, 3.4 mmol) was added. The reaction was stirred for 48 hours. The reaction was diluted with water, and washed 2 times with ethyl acetate. The combined organics were washed 1 time with brine, dried (MgSO4), filtered, and concentrated under reduced pressure. Purification by flash column chromatography (silica, 100% EtO... Reactants: CN(C=O)C (dimethylformamide), NC1=NNC(=C1)C(C)(C)C (3-amino-5-tert-butylpyrazole), CN1C=CC2=CC(=CC=C12)B(O)O (N-methylindol-5-boronic acid), N (ammonia). Reagents/catalysts: C(C)(=O)[O-].[Cu+2].C(C)(=O)[O-] (copper (II) acetate). Solvent: N1=CC=CC=C1 (pyridine). Reaction conditions: time 8 hour. Product: C(C)(C)(C)C1=NN(C(=C1)N)C=1C=C2C=CN(C2=CC1)C (3-(tert-butyl)-1-(1-methyl-1H-indol-5-yl)-1H-pyrazol-5-amine). Isolated yield 48.2%. Reaction SMILES: CN(C)C=O.[NH2:6][C:7]1[CH:11]=[C:10]([C:12]([CH3:15])([CH3:14])[CH3:13])[NH:9][N:8]=1.[CH3:16][N:17]1[C:25]2[C:20](=[CH:21][C:22](B(O)O)=[CH:23][CH:24]=2)[CH:19]=[CH:18]1.N>C([O-])(=O)C.[Cu+2].C([O-])(=O)C.N1C=CC=CC=1>[C:12]([C:10]1[CH:11]=[C:7]([NH2:6])[N:8]([C:22]2[CH:21]=[C:20]3[C:25](=[CH:24][CH:23]=2)[N:17]([CH3:16])[CH:18]=[CH:19]3)[N:9]=1)([CH3:15])([CH3:14])[CH3:13] |f:4.5.6|. Reported procedure: To a mixed solvent of dimethylformamide (8 mL) and pyridine (0.47 mL) were added 3-amino-5-tert-butylpyrazole (810 mg), N-methylindol-5-boronic acid (780 mg), copper (II) acetate (790 mg) and molecular sieves (400 mg). The reaction mixture was stirred overnight at room temperature. The reaction mixture was added with 10% aqueous ammonia and filtered through Celite®. The filtrate was added with ethyl acetate and separated. The obtained organic layer was washed with a saturated sodium chloride aqu...